Dataset: the Open Reaction Database (ORD), a public repository of structured organic reaction records. Task: describe an organic reaction: reactants, conditions, products, and yield The reactants are N#Cc1ccc(-c2ccc(-n3ccc(CC(=O)O)c3)cc2)cc1, O=C(Cc1ccn(-c2ccc(F)cc2)c1)N1C(=O)OCC1Cc1ccccc1, O=C1NC(Cc2ccccc2)CO1, ClCCl. The product is N#Cc1ccc(-c2ccc(-n3ccc(CC(=O)N4C(=O)OCC4Cc4ccccc4)c3)cc2)cc1. RXN SMILES: [C:29](#[N:30])[c:31]1[cH:32][cH:33][c:34](-[c:37]2[cH:38][cH:39][c:40](-[n:41]3[cH:42][cH:43][c:44]([CH2:45][C:46]([OH:47])=[O:48])[cH:49]3)[cH:50][cH:51]2)[cH:35][cH:36]1.[CH2:1]([c:2]1[cH:3][cH:4][cH:5][cH:6][cH:7]1)[CH:8]1[N:9]([C:14]([CH2:15][c:16]2[cH:17][n:18](-[c:21]3[cH:22][cH:23][c:24]([F:27])[cH:25][cH:26]3)[cH:19][cH:20]2)=[O:28])[C:10](=[O:13])[O:11][CH2:12]1.[CH2:52]([CH:53]1[CH2:54][O:55][C:56](=[O:57])[NH:58]1)[c:59]1[cH:60][cH:61][cH:62][cH:63][cH:64]1.[Cl:65][CH2:66][Cl:67]>>[CH2:1]([c:2]1[cH:3][cH:4][cH:5][cH:6][cH:7]1)[CH:8]1[N:9]([C:14]([CH2:15][c:16]2[cH:17][n:18](-[c:21]3[cH:22][cH:23][c:24](-[c:34]4[cH:33][cH:32][c:31]([C:29]#[N:30])[cH:36][cH:35]4)[cH:25][cH:26]3)[cH:19][cH:20]2)=[O:28])[C:10](=[O:13])[O:11][CH2:12]1. The reactants are C(C1=CC=CC=C1)OC(=O)N1CCC(CC1)CCCC[C@@H](C(=O)OCC)N[C@@H]1C(N(C2=C(CC1)C=CC=C2)CC(=O)[O-])=O (3(S)-[5-(1-Benzyloxycarbonyl-4-piperidyl)-1(S)-ethoxycarbonylpentyl]amino-2-oxo-2,3,4,5-tetrahydro-1H-1-benzazepine-1-acetate), Br (hydrogen bromide). Yields the product N1CCC(CC1)CCCC[C@@H](C(=O)O)N[C@@H]1C(N(C2=C(CC1)C=CC=C2)CC(=O)O)=O (3(S)-[5-(4-piperidyl)-1(S)-carboxypentyl]amino-2-oxo-2,3,4,5-tetrahydro-1H-1-benzazepine-1-acetic acid). As a reaction SMILES: C(OC([N:11]1[CH2:16][CH2:15][CH:14]([CH2:17][CH2:18][CH2:19][CH2:20][C@H:21]([NH:27][C@H:28]2[CH2:34][CH2:33][C:32]3[CH:35]=[CH:36][CH:37]=[CH:38][C:31]=3[N:30]([CH2:39][C:40]([O-:42])=[O:41])[C:29]2=[O:43])[C:22]([O:24]CC)=[O:23])[CH2:13][CH2:12]1)=O)C1C=CC=CC=1.Br>>[NH:11]1[CH2:12][CH2:13][CH:14]([CH2:17][CH2:18][CH2:19][CH2:20][C@H:21]([NH:27][C@H:28]2[CH2:34][CH2:33][C:32]3[CH:35]=[CH:36][CH:37]=[CH:38][C:31]=3[N:30]([CH2:39][C:40]([OH:42])=[O:41])[C:29]2=[O:43])[C:22]([OH:24])=[O:23])[CH2:15][CH2:16]1. Reported procedure: 3(S)-[5-(1-Benzyloxycarbonyl-4-piperidyl)-1(S)-ethoxycarbonylpentyl]amino-2-oxo-2,3,4,5-tetrahydro-1H-1-benzazepine-1-acetate is treated with hydrogen bromide, subjected to alkaline hydrolysis and purified by XAD-2 column chromatography in the same manner as described in Example 30 to give 0.03 g of 3(S)-[5-(4-piperidyl)-1(S)-carboxypentyl]amino-2-oxo-2,3,4,5-tetrahydro-1H-1-benzazepine-1-acetic acid as a colorless powder.